This data is from the Open Reaction Database (ORD), a public repository of structured organic reaction records. The task is: describe an organic reaction: reactants, conditions, products, and yield Starting materials: BrC=C(C)C1CCCCC1 ((1-bromoprop-1-en-2-yl)cyclohexane), ClC1=CC=2C3=C(NC2C=C1)CCN(C3)C (8-Chloro-2,3,4,5-tetrahydro-2-methyl-1H-pyrido[4,3-b]indole), P(=O)([O-])([O-])[O-].[K+].[K+].[K+] (potassium phosphate), N1[C@H](C(=O)O)CCC1 (L-proline). Reagents/catalysts: [Cu]I (copper(I) iodide). Run in CN(C)C=O (DMF), CN(C)C=O (DMF). Reaction conditions: temperature 85 celsius. Product: ClC1=CC=2C3=C(N(C2C=C1)\C=C(\C)/C1CCCCC1)CCN(C3)C ((Z)-8-chloro-5-(2-cyclohexylprop-1-enyl)-2-methyl-2,3,4,5-tetrahydro-1H-pyrido[4,3-b]indole). As a reaction SMILES: [Cl:1][C:2]1[CH:10]=[CH:9][C:8]2[NH:7][C:6]3[CH2:11][CH2:12][N:13]([CH3:15])[CH2:14][C:5]=3[C:4]=2[CH:3]=1.P([O-])([O-])([O-])=O.[K+].[K+].[K+].N1CCC[C@H]1C(O)=O.Br[CH:33]=[C:34]([CH:36]1[CH2:41][CH2:40][CH2:39][CH2:38][CH2:37]1)[CH3:35]>CN(C=O)C.[Cu]I>[Cl:1][C:2]1[CH:10]=[CH:9][C:8]2[N:7](/[CH:33]=[C:34](\[CH:36]3[CH2:41][CH2:40][CH2:39][CH2:38][CH2:37]3)/[CH3:35])[C:6]3[CH2:11][CH2:12][N:13]([CH3:15])[CH2:14][C:5]=3[C:4]=2[CH:3]=1 |f:1.2.3.4|. Procedure: 8-Chloro-2,3,4,5-tetrahydro-2-methyl-1H-pyrido[4,3-b]indole (110 mg, 0.5 mmol) was dissolved in DMF (3 mL) and potassium phosphate (212.4 mg, 1 mmol), copper(I) iodide (9.5 mg, 0.05 mmol) and L-proline (11.51 mg, 0.1 mmol) was added in to it. (1-bromoprop-1-en-2-yl)cyclohexane (121.8 mg, 0.6 mmol) was dissolved in DMF (2 mL) and added dropwise. Nitrogen was purged for 2 min and the reaction mixture was heated at 85° C. overnight (prolonged heating was required in some cases). DMF was evaporated ... Reactants: BrC1=CC=C(C(C=O)=C1)O (5-Bromo salicylaldehyde), BrCC(C)=O (bromo acetone), C([O-])([O-])=O.[K+].[K+] (potassium carbonate). Run in CC(CC)=O (2-butanone). The product is C(C)(=O)C1=CC2=C(O1)C=CC(=C2)Br (2-Acetyl-5-bromobenzo[b]furan). Isolated yield 87.8%. RXN SMILES: [Br:1][C:2]1[CH:9]=[C:6]([CH:7]=O)[C:5]([OH:10])=[CH:4][CH:3]=1.Br[CH2:12][C:13](=[O:15])[CH3:14].C(=O)([O-])[O-].[K+].[K+]>CC(=O)CC>[C:13]([C:14]1[O:10][C:5]2[CH:4]=[CH:3][C:2]([Br:1])=[CH:9][C:6]=2[CH:7]=1)(=[O:15])[CH3:12] |f:2.3.4|. Procedure details: 5-Bromo salicylaldehyde (10.05 g), bromo acetone (8.0 g) and potassium carbonate (13.80 g) were refluxed for 1 hr in 2-butanone (100 ml). 2-Butanone (ca. 50 ml) was evaporated and ice was added. The precipitate was collected by filtration and washed with water and hexane to give the objective compound (10.50 g). Reagents/catalysts: C1=CC=C(C=C1)P([C-]2C=CC=C2)C3=CC=CC=C3.C1=CC=C(C=C1)P([C-]2C=CC=C2)C3=CC=CC=C3.Cl[Pd]Cl.[Fe+2] (1,1′-bis(diphenylphosphino)ferrocenepalladium (II) chloride). Reaction conditions: temperature 140 celsius. Procedure details: A mixture of [3-Bromo-4-(5-chloro-4-methylamino-pyrimidin-2-ylamino)-phenyl]-morpholin-4-yl-methanone (0.0500 g, 0.117 mmol), potassium acetate (0.0172 g, 0.176 mmol), sodium carbonate (0.0186 g, 0.176 mmol) and 1,1′-bis(diphenylphosphino)ferrocenepalladium (II) chloride (0.00478 g, 0.00585 mmol) were weighed into a microwave vial equipped with a stir bar. Acetonitrile (0.94 mL, 18 mmol) and degassed Water (0.3 mL, 20 mmol) were then added and the reaction mixture was degassed with nitrogen for ... Reactants: BrC=1C=C(C=CC1NC1=NC=C(C(=N1)NC)Cl)C(=O)N1CCOCC1 ([3-Bromo-4-(5-chloro-4-methylamino-pyrimidin-2-ylamino)-phenyl]-morpholin-4-yl-methanone), C(C)(=O)[O-].[K+] (potassium acetate), C([O-])([O-])=O.[Na+].[Na+] (sodium carbonate), C(C)#N (Acetonitrile), O (Water). Product: ClC=1C(=NC(=NC1)NC1=C(C=C(C=C1)C(=O)N1CCOCC1)C1CC1)NC ([4-(5-Chloro-4-methylamino-pyrimidin-2-ylamino)-3-cyclopropyl-phenyl]-morpholin-4-yl-methanone). As a reaction SMILES: Br[C:2]1[CH:3]=[C:4]([C:18]([N:20]2[CH2:25][CH2:24][O:23][CH2:22][CH2:21]2)=[O:19])[CH:5]=[CH:6][C:7]=1[NH:8][C:9]1[N:14]=[C:13]([NH:15][CH3:16])[C:12]([Cl:17])=[CH:11][N:10]=1.[C:26]([O-])(=O)[CH3:27].[K+].[C:31](=O)([O-])[O-].[Na+].[Na+].C(#N)C.O>C1C=CC(P(C2C=CC=CC=2)[C-]2C=CC=C2)=CC=1.C1C=CC(P(C2C=CC=CC=2)[C-]2C=CC=C2)=CC=1.Cl[Pd]Cl.[Fe+2]>[Cl:17][C:12]1[C:13]([NH:15][CH3:16])=[N:14][C:9]([NH:8][C:7]2[CH:6]=[CH:5][C:4]([C:18]([N:20]3[CH2:25][CH2:24][O:23][CH2:22][CH2:21]3)=[O:19])=[CH:3][C:2]=2[CH:27]2[CH2:26][CH2:31]2)=[N:10][CH:11]=1 |f:1.2,3.4.5,8.9.10.11|. Starting materials: C1(=CC=CC2=CC=CC=C12)C=1C=NC2=CC=CC=C2C1 (3-(1-naphthyl)quinoline), Cl(=O)(=O)(=O)[O-].[Na+] (sodium perchlorate), CI (methyl iodide). Run in CC(=O)C (acetone). Run at time 10 hour. The product is Cl(=O)(=O)(=O)[O-] (perchlorate), C1(=CC=CC2=CC=CC=C12)C=1C=[NH+]C2=CC=CC=C2C1 (3-(1-naphthyl)quinolinium). As a reaction SMILES: [C:1]1([C:11]2[CH:12]=[N:13][C:14]3[C:19]([CH:20]=2)=[CH:18][CH:17]=[CH:16][CH:15]=3)[C:10]2[C:5](=[CH:6][CH:7]=[CH:8][CH:9]=2)[CH:4]=[CH:3][CH:2]=1.CI.[Cl:23]([O-:27])(=[O:26])(=[O:25])=[O:24].[Na+]>CC(C)=O>[Cl:23]([O-:27])(=[O:26])(=[O:25])=[O:24].[C:1]1([C:11]2[CH:12]=[NH+:13][C:14]3[C:19]([CH:20]=2)=[CH:18][CH:17]=[CH:16][CH:15]=3)[C:10]2[C:5](=[CH:6][CH:7]=[CH:8][CH:9]=2)[CH:4]=[CH:3][CH:2]=1 |f:2.3|. Reported procedure: Furthermore, the 3-(1-naphthyl)quinoline (2-2) (70 mg, 0.27 mmol) was dissolved in 10 ml of acetone, and further methyl iodide (130 μl, 2 mmol) was added thereto, which then was stirred for 10 hours. The solvent was removed therefrom and 20 mL of methanol was then added thereto. Subsequently, sodium perchlorate (0.12 g, 1.0 mmol) was added thereto and thereby salt exchange (ion exchange) was performed. Thus, perchlorate of 3-(1-naphthyl)quinolinium ion (quinolinium ion derivative 2) was obtained... Starting materials: FC(C(C)(C)C1=CC=C(OCC(=O)OCC)C=C1)(F)F (ethyl [4-(2,2,2-trifluoro-1,1-dimethylethyl)phenoxy]acetate), [OH-].[Na+] (sodium hydroxide). Solvent: CO (methanol). Product: FC(C(C)(C)C1=CC=C(OCC(=O)O)C=C1)(F)F ([4-(2,2,2-Trifluoro-1,1-dimethylethyl)phenoxy]acetic acid). Isolated yield 66.0%. Reaction SMILES: [F:1][C:2]([F:20])([F:19])[C:3]([C:6]1[CH:18]=[CH:17][C:9]([O:10][CH2:11][C:12]([O:14]CC)=[O:13])=[CH:8][CH:7]=1)([CH3:5])[CH3:4].[OH-].[Na+]>CO>[F:1][C:2]([F:19])([F:20])[C:3]([C:6]1[CH:18]=[CH:17][C:9]([O:10][CH2:11][C:12]([OH:14])=[O:13])=[CH:8][CH:7]=1)([CH3:5])[CH3:4] |f:1.2|. Procedure details: To a mixture of 4-(2,2,2-trifluoro-1,1-dimethylethyl)phenol (408 mg, 2.0 mmol, WO 9708144A1) and potassium carbonate (552 mg, 4.0 mmol) in N,N-dimethylformamide (DMF) (30 ml) was added ethyl bromoacetate (334 mg, 2.0 mmol) and the mixture was stirred for 3 hours at ambient temperature. The reaction was partitioned with water and a 1:10 by volume mixture of ethylacetate/hexane, and the organic layer was separated and dried over sodium sulfate. After filtration to separate solvent and sodium sulfa... The reactants are COC(C(CC1=CC(=CC=C1)O)OC)=O (3-(3-hydroxy-phenyl)-2-methoxy-propionic acid methyl ester), C(C)(C)(C)OC(C(C)(C)Br)=O (2-bromo-2-methyl-propionic acid tert-butyl ester), C(C)OC([C@H](CC1=C(C=C(C=C1)C(=O)OC(C)(C)C)OC)OC)=O ((2S)-3-(4-tert-butoxycarbonyl-methoxy-phenyl)-2-methoxy-propionic acid ethyl ester). Product: COC([C@H](CC1=CC(=CC=C1)OC(C)(C)C(=O)OC(C)(C)C)OC)=O ((2S)-3-[3-(1-tert-butoxycarbonyl-1-methyl-ethoxy)-phenyl]-2-methoxy-propionic acid methyl ester). RXN SMILES: [CH3:1][O:2][C:3](=[O:15])[CH:4]([O:13][CH3:14])[CH2:5][C:6]1[CH:11]=[CH:10][CH:9]=[C:8]([OH:12])[CH:7]=1.[C:16]([O:20][C:21](=[O:26])[C:22](Br)([CH3:24])[CH3:23])([CH3:19])([CH3:18])[CH3:17].C(OC(=O)[C@@H](OC)CC1C=CC(C(OC(C)(C)C)=O)=CC=1OC)C>>[CH3:1][O:2][C:3](=[O:15])[C@@H:4]([O:13][CH3:14])[CH2:5][C:6]1[CH:11]=[CH:10][CH:9]=[C:8]([O:12][C:22]([C:21]([O:20][C:16]([CH3:19])([CH3:18])[CH3:17])=[O:26])([CH3:24])[CH3:23])[CH:7]=1. Procedure details: The title compound was prepared from 3-(3-hydroxy-phenyl)-2-methoxy-propionic acid methyl ester (example 9, step 4) and 2-bromo-2-methyl-propionic acid tert-butyl ester via the same procedure used for the preparation of (2S)-3-(4-tert-butoxycarbonyl-methoxy-phenyl)-2-methoxy-propionic acid ethyl ester (PREPARATION 3, step 1) to produce a yellow oil. 1H-NMR (CDCl3, 200.15 MHz): δ 7.13-7.09 (m, 1H), 6.84-6.69 (m, 3H), 3.95-3.89 (dd, 1H, J=6.5, 4.4), 3.7 (s, 3H), 3.34 (s, 3H), 2.94-2.90 (m, 2H), 1....